Task: describe an organic reaction: reactants, conditions, products, and yield. Dataset: the Open Reaction Database (ORD), a public repository of structured organic reaction records The reactants are COC(=O)C1CC(=O)N(c2ccc(O)cc2)C1, OCc1c(F)cccc1F. The product is COC(=O)C1CC(=O)N(c2ccc(OCc3c(F)cccc3F)cc2)C1. As a reaction SMILES: [CH3:1][O:2][C:3](=[O:4])[CH:5]1[CH2:6][N:7]([c:11]2[cH:12][cH:13][c:14]([OH:17])[cH:15][cH:16]2)[C:8](=[O:10])[CH2:9]1.[F:18][c:19]1[c:20]([CH2:21][OH:22])[c:23]([F:27])[cH:24][cH:25][cH:26]1>>[CH3:1][O:2][C:3](=[O:4])[CH:5]1[CH2:6][N:7]([c:11]2[cH:12][cH:13][c:14]([O:17][CH2:21][c:20]3[c:19]([F:18])[cH:26][cH:25][cH:24][c:23]3[F:27])[cH:15][cH:16]2)[C:8](=[O:10])[CH2:9]1. Starting materials: C1CCOC1, COc1cnc2[nH]ccc2c1, [H-], [Na+], Cc1cc2cc(O)cnc2[nH]1, O=S(=O)(Cl)c1ccccc1. Product: COc1cnc2c(ccn2S(=O)(=O)c2ccccc2)c1. RXN SMILES: [CH2:35]1[O:36][CH2:37][CH2:38][CH2:39]1.[CH3:12][O:13][c:14]1[cH:15][c:16]2[cH:17][cH:18][nH:19][c:20]2[n:21][cH:22]1.[H-:23].[Na+:24].[OH:1][c:2]1[cH:3][c:4]2[c:5]([n:6][cH:7]1)[nH:8][c:9]([CH3:10])[cH:11]2.[c:25]1([S:31](=[O:32])(=[O:33])[Cl:34])[cH:26][cH:27][cH:28][cH:29][cH:30]1>>[CH3:12][O:13][c:14]1[cH:15][c:16]2[cH:17][cH:18][n:19]([S:31]([c:25]3[cH:26][cH:27][cH:28][cH:29][cH:30]3)(=[O:32])=[O:33])[c:20]2[n:21][cH:22]1. Reactants: COC(C1=C(C=CC(=C1)S(=O)(=O)C)I)=O (2-Iodo-5-methanesulfonyl-benzoic acid methyl ester), C1(=CC=CC=C1)[Sn](CCCC)(CCCC)CCCC (Phenyltri-n-butyltin), C1(=CC=CC=C1)[As](C1=CC=CC=C1)C1=CC=CC=C1 (Triphenylarsine). Reagents/catalysts: C=1C=CC(=CC1)/C=C/C(=O)/C=C/C2=CC=CC=C2.C=1C=CC(=CC1)/C=C/C(=O)/C=C/C2=CC=CC=C2.C=1C=CC(=CC1)/C=C/C(=O)/C=C/C2=CC=CC=C2.[Pd].[Pd] (Tris(dibenzylideneacetone)dipalladium(0)), [Cu](I)I (Copper iodide). Run in CN(C=O)C (N,N-Dimethylformamide). Run at temperature 90 celsius. Product: COC(=O)C=1C(=CC=C(C1)S(=O)(=O)C)C1=CC=CC=C1 (4-Methanesulfonyl-biphenyl-2-carboxylic acid methyl ester). The yield is 99.0%. RXN SMILES: [CH3:1][O:2][C:3](=[O:15])[C:4]1[CH:9]=[C:8]([S:10]([CH3:13])(=[O:12])=[O:11])[CH:7]=[CH:6][C:5]=1I.[C:16]1([Sn](CCCC)(CCCC)CCCC)[CH:21]=[CH:20][CH:19]=[CH:18][CH:17]=1.C1([As](C2C=CC=CC=2)C2C=CC=CC=2)C=CC=CC=1>CN(C)C=O.C1C=CC(/C=C/C(/C=C/C2C=CC=CC=2)=O)=CC=1.C1C=CC(/C=C/C(/C=C/C2C=CC=CC=2)=O)=CC=1.C1C=CC(/C=C/C(/C=C/C2C=CC=CC=2)=O)=CC=1.[Pd].[Pd].[Cu](I)I>[CH3:1][O:2][C:3]([C:4]1[C:5]([C:16]2[CH:21]=[CH:20][CH:19]=[CH:18][CH:17]=2)=[CH:6][CH:7]=[C:8]([S:10]([CH3:13])(=[O:12])=[O:11])[CH:9]=1)=[O:15] |f:4.5.6.7.8|. Procedure: A mixture of 3.53 mmol 2-Iodo-5-methanesulfonyl-benzoic acid methyl ester, 3.88 mmol Phenyltri-n-butyltin, 0.25 mmol Tris(dibenzylideneacetone)dipalladium(0), 0.35 mmol Triphenylarsine and 1.62 mmol Copper iodide in N,N-Dimethylformamide (30 ml) was heated at 90° C. for 16 hours. The mixture was cooled to room temperature and concentrated in vacuo. The residue was chromatographed over SiO2 (ethyl acetate/heptane gradient) to provide the title compound (99%) as an off-white crystalline solid. MS ...